Task: describe an organic reaction: reactants, conditions, products, and yield. Dataset: the Open Reaction Database (ORD), a public repository of structured organic reaction records Starting materials: COc1ccc(C(=O)O)cc1C12CC3CC(CC(C3)C1)C2, CN(C)P(=O)(N(C)C)N(C)C, C[Sn](C)(C)C, Cc1ccccc1, O, O=S(Cl)Cl. The product is COc1ccc(C(C)=O)cc1C12CC3CC(CC(C3)C1)C2. RXN SMILES: [C:1]12([c:11]3[cH:12][c:13]([C:14](=[O:15])[OH:16])[cH:17][cH:18][c:19]3[O:20][CH3:21])[CH2:2][CH:3]3[CH2:4][CH:5]([CH2:6][CH:7]([CH2:8]1)[CH2:9]3)[CH2:10]2.[CH3:26][N:27]([P:28]([N:29]([CH3:30])[CH3:31])([N:32]([CH3:33])[CH3:34])=[O:35])[CH3:36].[CH3:37][Sn:38]([CH3:39])([CH3:40])[CH3:41].[CH3:42][c:43]1[cH:44][cH:45][cH:46][cH:47][cH:48]1.[OH2:49].[S:22]([Cl:23])([Cl:24])=[O:25]>>[C:1]12([c:11]3[cH:12][c:13]([C:14](=[O:16])[CH3:26])[cH:17][cH:18][c:19]3[O:20][CH3:21])[CH2:2][CH:3]3[CH2:4][CH:5]([CH2:6][CH:7]([CH2:8]1)[CH2:9]3)[CH2:10]2. Reactants: N1=CC=CC=C1 (pyridine), C(C=1C(N)=CC=CC1)(=O)OC (methyl anthranilate), COC1=CC=C(C=C1)S(=O)(=O)Cl (p-methoxybenzenesulfonyl chloride). The solvent is C(Cl)(Cl)Cl (chloroform). Conditions: time 5 hour. Yields the product COC(C1=C(C=CC=C1)NS(=O)(=O)C1=CC=C(C=C1)OC)=O (2-(4-Methoxy-benzenesulfonylamino)-benzoic acid methyl ester). The yield is 88.6%. As a reaction SMILES: [C:1]([O:10][CH3:11])(=[O:9])[C:2]1[C:3](=[CH:5][CH:6]=[CH:7][CH:8]=1)[NH2:4].N1C=CC=CC=1.[CH3:18][O:19][C:20]1[CH:25]=[CH:24][C:23]([S:26](Cl)(=[O:28])=[O:27])=[CH:22][CH:21]=1>C(Cl)(Cl)Cl>[CH3:11][O:10][C:1](=[O:9])[C:2]1[CH:8]=[CH:7][CH:6]=[CH:5][C:3]=1[NH:4][S:26]([C:23]1[CH:22]=[CH:21][C:20]([O:19][CH3:18])=[CH:25][CH:24]=1)(=[O:28])=[O:27]. Reported procedure: To a solution of 2.00 g (0.013 mol) of methyl anthranilate dissolved in 20 mL of chloroform was added 3.2 mL (0.039 mol) of pyridine followed by 2.733 g (0.013 mol) of p-methoxybenzenesulfonyl chloride. The reaction mixture was stirred at room temperature for 5 h and then washed with 3N HCl and water. The organics were then dried over Na2SO4, filtered and concentrated in vacuo. The resulting white solid was washed with ether and dried in vacuo to provide 3.7 g (87%) of the desired sulfonamide. C...